This data is from the Open Reaction Database (ORD), a public repository of structured organic reaction records. The task is: describe an organic reaction: reactants, conditions, products, and yield Reactants: [Al+3], [Cl-], [Cl-], [Cl-], O=C(Cl)C(c1ccc(Cl)cc1)c1c(Cl)cc(-n2ncc(=O)[nH]c2=O)cc1Cl, Cl, O, c1ccccc1. Yields the product O=C(c1ccccc1)C(c1ccc(Cl)cc1)c1c(Cl)cc(-n2ncc(=O)[nH]c2=O)cc1Cl. Reaction SMILES: [Al+3:4].[Cl-:1].[Cl-:2].[Cl-:3].[Cl:11][c:12]1[c:13]([CH:27]([C:28](=[O:29])[Cl:30])[c:31]2[cH:32][cH:33][c:34]([Cl:37])[cH:35][cH:36]2)[c:14]([Cl:26])[cH:15][c:16](-[n:18]2[n:19][cH:20][c:21](=[O:25])[nH:22][c:23]2=[O:24])[cH:17]1.[ClH:38].[OH2:39].[cH:5]1[cH:6][cH:7][cH:8][cH:9][cH:10]1>>[c:5]1([C:28]([CH:27]([c:13]2[c:12]([Cl:11])[cH:17][c:16](-[n:18]3[n:19][cH:20][c:21](=[O:25])[nH:22][c:23]3=[O:24])[cH:15][c:14]2[Cl:26])[c:31]2[cH:32][cH:33][c:34]([Cl:37])[cH:35][cH:36]2)=[O:29])[cH:6][cH:7][cH:8][cH:9][cH:10]1. Starting materials: NCC=CCOc1cc(CN2CCCCC2)ccn1, O=C(O)c1csnn1. Yields the product O=C(NCC=CCOc1cc(CN2CCCCC2)ccn1)c1csnn1. As a reaction SMILES: [N:1]1([CH2:7][c:8]2[cH:9][c:10]([O:14][CH2:15][CH:16]=[CH:17][CH2:18][NH2:19])[n:11][cH:12][cH:13]2)[CH2:2][CH2:3][CH2:4][CH2:5][CH2:6]1.[s:20]1[n:21][n:22][c:23]([C:25](=[O:26])[OH:27])[cH:24]1>>[N:1]1([CH2:7][c:8]2[cH:9][c:10]([O:14][CH2:15][CH:16]=[CH:17][CH2:18][NH:19][C:25]([c:23]3[n:22][n:21][s:20][cH:24]3)=[O:26])[n:11][cH:12][cH:13]2)[CH2:2][CH2:3][CH2:4][CH2:5][CH2:6]1. Reactants: BrCCCCBr (1,4-dibromobutane), C1(=CC=CC=2CCCCC12)O (5,6,7,8 tetrahydronaphthalene-1-ol), [OH-].[Na+] (sodium hydroxide). Reagents/catalysts: S([O-])(O)(=O)=O.C(CCC)[N+](CCCC)(CCCC)CCCC (tetra-n butylammonium bisulfate). The solvent is C(Cl)Cl (methylene chloride), O (water). Conditions: time 2 hour. The product is BrCCCCOC1=C2CCCCC2=CC=C1 (5-(4-Bromobutoxy)-1,2,3,4-tetrahydronaphthalene). Isolated yield 102.1%. Reaction SMILES: [C:1]1([OH:11])[C:10]2[CH2:9][CH2:8][CH2:7][CH2:6][C:5]=2[CH:4]=[CH:3][CH:2]=1.[OH-].[Na+].[Br:14][CH2:15][CH2:16][CH2:17][CH2:18]Br>C(Cl)Cl.O.S(=O)(=O)(O)[O-].C([N+](CCCC)(CCCC)CCCC)CCC>[Br:14][CH2:15][CH2:16][CH2:17][CH2:18][O:11][C:1]1[CH:2]=[CH:3][CH:4]=[C:5]2[C:10]=1[CH2:9][CH2:8][CH2:7][CH2:6]2 |f:1.2,6.7|. Reported procedure: A solution of 5,6,7,8 tetrahydronaphthalene-1-ol (4.2 g, 0.028 mol) in methylene chloride (50 ml) was mixed with a solution of sodium hydroxide (2.3 g, 0.0575 mol) in water (50 ml). After adding tetra-n butylammonium bisulfate (9.6 g, 0.028 mol) and 1,4-dibromobutane (31 g, 0.14 mol), the reaction mixture was refluxed with vigorous stirring for 2 hrs. The reaction was cooled to room temperature, the layers separated and the organic phase washed with saturated sodium chloride solution. After dryi... Reactants: C(C1=CC=CC=C1)OC=1C=C(C=CC1OC)C=1OC=C(N1)CN1C(C2=CC=CC=C2C1=O)=O (2-[2-(3-benzyloxy-4-methoxyphenyl)oxazol-4-ylmethyl]isoindolin-1,3-dione), O.NN (hydrazine monohydrate), ClCCl (dichloromethane). The solvent is C(C)O (ethanol). The product is C(C1=CC=CC=C1)OC=1C=C(C=CC1OC)C=1OC=C(N1)CN ([2-(3-benzyloxy-4-methoxyphenyl)oxazol-4-yl]methylamine). RXN SMILES: [CH2:1]([O:8][C:9]1[CH:10]=[C:11]([C:17]2[O:18][CH:19]=[C:20]([CH2:22][N:23]3C(=O)C4C(=CC=CC=4)C3=O)[N:21]=2)[CH:12]=[CH:13][C:14]=1[O:15][CH3:16])[C:2]1[CH:7]=[CH:6][CH:5]=[CH:4][CH:3]=1.O.NN.ClCCl>C(O)C>[CH2:1]([O:8][C:9]1[CH:10]=[C:11]([C:17]2[O:18][CH:19]=[C:20]([CH2:22][NH2:23])[N:21]=2)[CH:12]=[CH:13][C:14]=1[O:15][CH3:16])[C:2]1[CH:7]=[CH:6][CH:5]=[CH:4][CH:3]=1 |f:1.2|. Procedure: A 9 g quantity of the 2-[2-(3-benzyloxy-4-methoxyphenyl)oxazol-4-ylmethyl]isoindolin-1,3-dione obtained in Reference Example 6 was suspended in 200 ml of ethanol, and 3.1 ml of hydrazine monohydrate was added. The mixture was heated and refluxed for 3 hours. After cooing the reaction mixture, 200 ml of dichloromethane was added and the mixture was stirred. Insolubles were removed by filtration, and the filtrate was concentrated under reduced pressure. The residue was purified by silica gel colum... Starting materials: ClC=1C2=C(N=CN1)SC=C2 (4-chlorothieno[2,3-d]pyrimidine), NO.Cl (hydroxylamine hydrogen chloride), C(C)(C)N(CC)C(C)C (diisopropylethylamine). Solvent: C(C)O (ethanol). Conditions: time 6 hour. The product is N1=CN=C(C2=C1SC=C2)NO (N-(Thieno[2,3-d]pyrimidin-4-yl)hydroxylamine). As a reaction SMILES: Cl[C:2]1[C:3]2[CH:10]=[CH:9][S:8][C:4]=2[N:5]=[CH:6][N:7]=1.[NH2:11][OH:12].Cl.C(N(C(C)C)CC)(C)C>C(O)C>[N:5]1[C:4]2[S:8][CH:9]=[CH:10][C:3]=2[C:2]([NH:11][OH:12])=[N:7][CH:6]=1 |f:1.2|. Procedure: 4-chlorothieno[2,3-d]pyrimidine (340 mg, 1.99 mmol), hydroxylamine-hydrogen chloride (550 mg, 7.91 mmol), and diisopropylethylamine (1 ml) in absolute ethanol (5 ml) was placed into a preheated oil bath at 75° C. After stirring for 6 h, the solution was concentrated under reduced pressure. Starting materials: C1(=CC=CC=C1)N1N=NN=C1N1CC2C(C1)CN(C2)C(=O)OC(C)(C)C (tert-butyl 5-(1-phenyl-1H-tetrazol-5-yl)hexahydropyrrolo[3,4-c]pyrrole-2(1H)-carboxylate). Run in C(=O)(C(F)(F)F)O (TFA), C(Cl)Cl (CH2Cl2). Reaction conditions: time 24 hour. The product is C1(=CC=CC=C1)N1N=NN=C1N1CC2CNCC2C1 (2-(1-phenyl-1H-tetrazol-5-yl)octahydropyrrolo[3,4-c]pyrrole). Reaction SMILES: [C:1]1([N:7]2[C:11]([N:12]3[CH2:16][CH:15]4[CH2:17][N:18](C(OC(C)(C)C)=O)[CH2:19][CH:14]4[CH2:13]3)=[N:10][N:9]=[N:8]2)[CH:6]=[CH:5][CH:4]=[CH:3][CH:2]=1>C(O)(C(F)(F)F)=O.C(Cl)Cl>[C:1]1([N:7]2[C:11]([N:12]3[CH2:13][CH:14]4[CH:15]([CH2:17][NH:18][CH2:19]4)[CH2:16]3)=[N:10][N:9]=[N:8]2)[CH:2]=[CH:3][CH:4]=[CH:5][CH:6]=1. Procedure: tert-butyl 5-(1-phenyl-1H-tetrazol-5-yl)hexahydropyrrolo[3,4-c]pyrrole-2(1H)-carboxylate (100 mg) was dissolved in 10% TFA solution in CH2Cl2 (10 mL). The reaction was stirred at room temperature for 24 hours. After removal of solvents, the residue, crude 2-(1-phenyl-1H-tetrazol-5-yl)octahydropyrrolo[3,4-c]pyrrole, was used in the further reactions without purification. Starting materials: Cl.Cl.COC1=CC=C(C=C1)N1CCNCC1 (1-(4-methoxyphenyl)piperazine dihydrochloride), C1(CCCCC1)CCBr (2-cyclohexylethyl bromide), BrCCC1=CC=CC=C1 ((2-bromoethyl)-benzene), FC=1C=C(C=CC1OC)N1CCNCC1 (1-(3-fluoro-4-methoxyphenyl)piperazine). Product: C1(CCCCC1)CCN1CCN(CC1)C1=CC(=C(C=C1)OC)F (1-(2-cyclohexylethyl)-4-(3-fluoro-4-methoxyphenyl)piperazine). Reaction SMILES: Cl.Cl.COC1C=CC(N2CCNCC2)=CC=1.Br[CH2:18][CH2:19][C:20]1[CH:25]=[CH:24][CH:23]=[CH:22][CH:21]=1.[F:26][C:27]1[CH:28]=[C:29]([N:35]2[CH2:40][CH2:39][NH:38][CH2:37][CH2:36]2)[CH:30]=[CH:31][C:32]=1[O:33][CH3:34].C1(CCBr)CCCCC1>>[CH:20]1([CH2:19][CH2:18][N:38]2[CH2:37][CH2:36][N:35]([C:29]3[CH:30]=[CH:31][C:32]([O:33][CH3:34])=[C:27]([F:26])[CH:28]=3)[CH2:40][CH2:39]2)[CH2:25][CH2:24][CH2:23][CH2:22][CH2:21]1 |f:0.1.2|. Procedure details: Production Example 1 was repeated except that 1-(4-methoxyphenyl)piperazine dihydrochloride and (2-bromoethyl)-benzene were replaced with 1-(3-fluoro-4-methoxyphenyl)piperazine (456 mg) and 2-cyclohexylethyl bromide (377 μL), respectively. Thus obtained crude product was purified on silica gel column chromatography (eluent, chloroform: methanol=30:1) to provide 1-(2-cyclohexylethyl)-4-(3-fluoro-4-methoxyphenyl)piperazine (229 mg). Reactants: C1(=CC=CC=C1)C1=NNC(=N1)CCN (2-(3-phenyl-1H-1,2,4-triazol-5-yl)ethanamine), FC(C1=NC(=NO1)C=1C=C(C(=O)O)C=CC1)(F)F (3-(5-(trifluoromethyl)-1,2,4-oxadiazol-3-yl)benzoic acid). Product: C1(=CC=CC=C1)C1=NNC(=N1)CCNC(C1=CC(=CC=C1)C1=NOC(=N1)C(F)(F)F)=O (N-(2-(3-Phenyl-1H-1,2,4-triazol-5-yl)ethyl)-3-(5-(trifluoromethyl)-1,2,4-oxadiazol-3-yl)benzamide). The yield is 21.0%. As a reaction SMILES: [C:1]1([C:7]2[N:11]=[C:10]([CH2:12][CH2:13][NH2:14])[NH:9][N:8]=2)[CH:6]=[CH:5][CH:4]=[CH:3][CH:2]=1.[F:15][C:16]([F:32])([F:31])[C:17]1[O:21][N:20]=[C:19]([C:22]2[CH:23]=[C:24]([CH:28]=[CH:29][CH:30]=2)[C:25](O)=[O:26])[N:18]=1>>[C:1]1([C:7]2[N:11]=[C:10]([CH2:12][CH2:13][NH:14][C:25](=[O:26])[C:24]3[CH:28]=[CH:29][CH:30]=[C:22]([C:19]4[N:18]=[C:17]([C:16]([F:32])([F:31])[F:15])[O:21][N:20]=4)[CH:23]=3)[NH:9][N:8]=2)[CH:2]=[CH:3][CH:4]=[CH:5][CH:6]=1. Reported procedure: This compound was synthesized from 2-(3-phenyl-1H-1,2,4-triazol-5-yl)ethanamine and 3-(5-(trifluoromethyl)-1,2,4-oxadiazol-3-yl)benzoic acid as described in example 8 step 6 (17 mg, yield 21%). 1H NMR (400 MHz, CDCl3) δ 8.53 (s, 1H), 8.21-8.19 (d, J=7.8 Hz, 1H), 8.06-8.04 (t, J=7.8 Hz, 1H), 8.01-7.99 (m, 2H), 7.89 (m, 1H), 7.58-7.54 (d, J=7.8 Hz, 1H), 7.40-7.39 (m, 3H), 4.00-3.95 (q, J=5.9 Hz, 2H), 3.24-3.21 (d, J=6.1 Hz, 2H). MS (ESI) m/z: Calculated for C20H15F3N6O2: 428.12. found: 429.2 (M+H)...